The task is: describe an organic reaction: reactants, conditions, products, and yield. This data is from the Open Reaction Database (ORD), a public repository of structured organic reaction records. Reactants: FC1=C(CN(C(CCC2=CC=C(OCC3=C(C(=O)OC)C=CC=C3)C=C2)=O)CCC)C=CC(=C1)F (methyl 2-[(4-{3-[(2,4-difluorobenzyl)(propyl)amino]-3-oxopropyl}phenoxy)methyl]benzoate), [OH-].[Li+] (lithium hydroxide), Cl (hydrochloric acid). Run in C1CCOC1 (THF), O (water), O (water). Yields the product FC1=C(CN(C(CCC2=CC=C(OCC3=C(C(=O)O)C=CC=C3)C=C2)=O)CCC)C=CC(=C1)F (2-[(4-{3-[(2,4-difluorobenzyl)(propyl)amino]-3-oxopropyl}phenoxy)methyl]benzoic acid). Reaction SMILES: [F:1][C:2]1[CH:34]=[C:33]([F:35])[CH:32]=[CH:31][C:3]=1[CH2:4][N:5]([CH2:28][CH2:29][CH3:30])[C:6](=[O:27])[CH2:7][CH2:8][C:9]1[CH:26]=[CH:25][C:12]([O:13][CH2:14][C:15]2[CH:24]=[CH:23][CH:22]=[CH:21][C:16]=2[C:17]([O:19]C)=[O:18])=[CH:11][CH:10]=1.[OH-].[Li+].Cl>C1COCC1.O>[F:1][C:2]1[CH:34]=[C:33]([F:35])[CH:32]=[CH:31][C:3]=1[CH2:4][N:5]([CH2:28][CH2:29][CH3:30])[C:6](=[O:27])[CH2:7][CH2:8][C:9]1[CH:26]=[CH:25][C:12]([O:13][CH2:14][C:15]2[CH:24]=[CH:23][CH:22]=[CH:21][C:16]=2[C:17]([OH:19])=[O:18])=[CH:11][CH:10]=1 |f:1.2|. Reported procedure: A mixture of methyl 2-[(4-{3-[(2,4-difluorobenzyl)(propyl)amino]-3-oxopropyl}phenoxy)methyl]benzoate (0.184 g, 0.382 mmol) and lithium hydroxide (0.018 g, 0.76 mmol) in THF (2 ml) and water (2 ml) was heated at 150 degrees for 7 minutes. The mixture was diluted with water, acidified with hydrochloric acid and extracted with methylene chloride. The combined extracts were dried with magnesium sulfate and evaporated to give 2-[(4-{3-[(2,4-difluorobenzyl)(propyl)amino]-3-oxopropyl}phenoxy)methyl]ben... Starting materials: BrC1=CC=C(C=C1)S(=O)(=O)N1CCN(CC1)C(=O)OC(C)(C)C (1-(4-bromobenzenesulfonyl)-4-(tert-butoxycarbonyl)piperazine), C(C)B(C1=CC=NC=C1)CC (diethyl(pyridin-4-yl)boron), [OH-].[K+] (potassium hydroxide), tetrakistriphenylphosphine palladium. Reagents/catalysts: [Br-].C(CCC)[N+](CCCC)(CCCC)CCCC (tetrabutylammonium bromide). Solvent: O (water), C(C)(=O)OCC (ethyl acetate), O1CCCC1 (tetrahydrofuran), O (water). The product is C(C)(C)(C)OC(=O)N1CCN(CC1)S(=O)(=O)C1=CC=C(C=C1)C1=CC=NC=C1 (1-(tert-Butoxycarbonyl)-4-[4-(pyridin-4-yl)benzenesulfonyl]piperazine). Reaction SMILES: Br[C:2]1[CH:7]=[CH:6][C:5]([S:8]([N:11]2[CH2:16][CH2:15][N:14]([C:17]([O:19][C:20]([CH3:23])([CH3:22])[CH3:21])=[O:18])[CH2:13][CH2:12]2)(=[O:10])=[O:9])=[CH:4][CH:3]=1.C(B(CC)[C:27]1[CH:32]=[CH:31][N:30]=[CH:29][CH:28]=1)C.[OH-].[K+]>O1CCCC1.[Br-].C([N+](CCCC)(CCCC)CCCC)CCC.O.C(OCC)(=O)C>[C:20]([O:19][C:17]([N:14]1[CH2:15][CH2:16][N:11]([S:8]([C:5]2[CH:6]=[CH:7][C:2]([C:27]3[CH:32]=[CH:31][N:30]=[CH:29][CH:28]=3)=[CH:3][CH:4]=2)(=[O:10])=[O:9])[CH2:12][CH2:13]1)=[O:18])([CH3:23])([CH3:22])[CH3:21] |f:2.3,5.6|. Procedure details: To a solution of 1-(4-bromobenzenesulfonyl)-4-(tert-butoxycarbonyl)piperazine (1.00 g) in tetrahydrofuran (50 ml) were added diethyl(pyridin-4-yl)boron (470 mg), tetrabutylammonium bromide (480 mg), potassium hydroxide (625 mg), tetrakistriphenylphosphine palladium (285 mg) and water (800 μl) at room temperature. The resulting mixture was heated under reflux for 1 hour. After allowed to cool down, the reaction mixture was added with ethyl acetate (50 ml) and water (100 ml). The water layer thus ... Reactants: Cl (hydrochloric acid), CC1(OC(C(O1)CC(CC(=O)OC(C)(C)C)=O)=O)C (tert.-butyl 4-(2,2-dimethyl-5-oxo-1,3-dioxolan-4-yl)-3-oxobutanoate), C1(=CC=CC=C1)C (toluene), C[O-].[Na+] (sodium methoxide). Solvent: C(C)O (ethanol). Run at time 30 minute. Product: OC(C(=O)OCC)CC(CC(=O)OC(C)(C)C)=O (1-ethyl 6-tert.-butyl 2-hydroxy-4-oxoadipate). Yield: 89.6%. Reaction SMILES: [CH3:1][C:2]1(C)[O:6][CH:5]([CH2:7][C:8](=[O:17])[CH2:9][C:10]([O:12][C:13]([CH3:16])([CH3:15])[CH3:14])=[O:11])[C:4](=[O:18])[O:3]1.C1(C)C=CC=CC=1.C[O-].[Na+].Cl>C(O)C>[OH:6][CH:5]([CH2:7][C:8](=[O:17])[CH2:9][C:10]([O:12][C:13]([CH3:16])([CH3:15])[CH3:14])=[O:11])[C:4]([O:3][CH2:2][CH3:1])=[O:18] |f:2.3|. Reported procedure: To a solution of tert.-butyl 4-(2,2-dimethyl-5-oxo-1,3-dioxolan-4-yl)-3-oxobutanoate (16.30 g, 60.08 mmol) in a mixed solvent of toluene (120.0 ml) and ethanol (60.0 ml), sodium methoxide (4.91 g, 79.10 mmol) was dropwise added at 0° C. in an argon atmosphere and stirred for 30 minutes. After dropwise adding 1N hydrochloric acid (80.5 ml), the mixture was stirred at 0° C. for 10 minutes. After evaporating off the most of the organic solvent under reduced pressure, the mixture was extracted with ...